The task is: describe an organic reaction: reactants, conditions, products, and yield. This data is from the Open Reaction Database (ORD), a public repository of structured organic reaction records. Reactants: ClC1=CC(=C(C=2C3=C(C(NC12)=O)SC=C3)C3=CC=C(C=C3)C(C)NC(OC(C)(C)C)=O)OC (tert-butyl 1-(4-(6-chloro-8-methoxy-4-oxo-4,5-dihydrothieno[2,3-c]quinolin-9-yl)phenyl)ethylcarbamate), B(Br)(Br)Br (BBr3). Yields the product Cl.N[C@H](C)C1=CC=C(C=C1)C=1C=2C3=C(C(NC2C(=CC1O)Cl)=O)SC=C3 ((R)-9-(4-(1-Aminoethyl)phenyl)-6-chloro-8-hydroxythieno[2,3-c]quinolin-4(5H)-one Hydrochloride). Yield: 161.3%. As a reaction SMILES: [Cl:1][C:2]1[C:11]2[NH:10][C:9](=[O:12])[C:8]3[S:13][CH:14]=[CH:15][C:7]=3[C:6]=2[C:5]([C:16]2[CH:21]=[CH:20][C:19]([CH:22]([NH:24]C(=O)OC(C)(C)C)[CH3:23])=[CH:18][CH:17]=2)=[C:4]([O:32]C)[CH:3]=1.B(Br)(Br)Br>>[ClH:1].[NH2:24][C@@H:22]([C:19]1[CH:20]=[CH:21][C:16]([C:5]2[C:6]3[C:7]4[CH:15]=[CH:14][S:13][C:8]=4[C:9](=[O:12])[NH:10][C:11]=3[C:2]([Cl:1])=[CH:3][C:4]=2[OH:32])=[CH:17][CH:18]=1)[CH3:23] |f:2.3|. Procedure: Following General Procedure F, tert-butyl 1-(4-(6-chloro-8-methoxy-4-oxo-4,5-dihydrothieno[2,3-c]quinolin-9-yl)phenyl)ethylcarbamate (0.35 mg, 0.07 mmol) was treated with BBr3 (1.0 M in CH2Cl2, 2 mL, 2 mmol) to afford the desired product (23 mg, 84%) as a light yellow solid: 1H NMR (500 MHz, CD3OD) δ 7.67-7.61 (m, 2H), 7.59 (d, J=5.4 Hz, 1H), 7.44-7.39 (m, 2H), 7.30 (s, 1H), 6.07 (d, J=5.4 Hz, 1H), 4.62 (q, J=6.8 Hz, 1H), 1.76 (d, J=6.9 Hz, 3H); ESI MS m/z 371 [C19H15ClN2O2S+H]+; HPLC 97.2% (AUC... RXN SMILES: [NH2:1][C:2]1[CH:3]=[CH:4][C:5]([O:8][C:9]2[CH:14]=[CH:13][C:12]([CH2:15][CH2:16][C:17]([N:19]3[CH2:24][CH2:23][N:22]([CH2:25][C:26]4[CH:34]=[CH:33][C:32]5OCO[C:28]=5[CH:27]=4)[CH2:21][CH2:20]3)=[O:18])=[CH:11][CH:10]=2)=[N:6][CH:7]=1.[CH:35]1[C:40]([CH:41]=O)=[CH:39][C:38]2[O:43][CH2:44][O:45][C:37]=2[CH:36]=1.[BH4-].[Na+]>CO>[CH2:25]([N:22]1[CH2:23][CH2:24][N:19]([C:17](=[O:18])[CH2:16][CH2:15][C:12]2[CH:13]=[CH:14][C:9]([O:8][C:5]3[CH:4]=[CH:3][C:2]([NH:1][CH2:41][C:40]4[CH:35]=[CH:36][C:37]5[O:45][CH2:44][O:43][C:38]=5[CH:39]=4)=[CH:7][N:6]=3)=[CH:10][CH:11]=2)[CH2:20][CH2:21]1)[C:26]1[CH:34]=[CH:33][CH:32]=[CH:28][CH:27]=1 |f:2.3|. Yields the product C(C1=CC=CC=C1)N1CCN(CC1)C(CCC1=CC=C(C=C1)OC1=NC=C(C=C1)NCC1=CC=2OCOC2C=C1)=O (1-(4-benzylpiperazin-1-yl)-3-(4-{5-(piperonylamino)pyridin-2-yloxy}phenyl)propane-1-one). Solvent: CO (methanol). Procedure: 3-[4-(5-aminopyridin-2-yloxy)phenyl]-1-(4-piperonylpiperazin-1-yl)propane-1-one (1.04 g, 2.5 mmol) was dissolved in methanol (25 mL). To the resulting solution was added piperonal (0.39 g, 2.63 mmol), and this solution was refluxed overnight. The resulting reaction solution was cooled with ice, and then sodium borohydride (0.28 g, 7.50 mmol) was added. The resulting solution was stirred for 2 hours at room temperature. This reaction solution was concentrated under reduced pressure. The residue w... The reactants are C1=CC2=C(C=C1C=O)OCO2 (piperonal), NC=1C=CC(=NC1)OC1=CC=C(C=C1)CCC(=O)N1CCN(CC1)CC1=CC=2OCOC2C=C1 (3-[4-(5-aminopyridin-2-yloxy)phenyl]-1-(4-piperonylpiperazin-1-yl)propane-1-one), [BH4-].[Na+] (sodium borohydride). Conditions: time 2 hour. Reactants: N[C@@H](CCC(=O)[O-])C(=O)[O-].[Na+].[Na+] (sodium L-glutamate), NCC(=O)O (glycine), OC1=CC=C(C=O)C=C1 (p-hydroxybenzaldehyde), monohydrate, COC1=CC=C(C=O)C=C1 (p-methoxybenzaldehyde). Product: COC1=CC=C(C=C2C(NC(N2)=O)=O)C=C1 (5-(p-Methoxybenzylidene)-hydantoin). Reaction SMILES: [NH2:1][C@H:2]([C:8]([O-:10])=O)[CH2:3][CH2:4][C:5]([O-])=O.[Na+].[Na+].[CH3:13][O:14][C:15]1[CH:22]=[CH:21]C(C=O)=C[CH:16]=1.[NH2:23]CC(O)=O.OC1C=CC([CH:33]=[O:34])=CC=1>>[CH3:13][O:14][C:15]1[CH:16]=[CH:5][C:4]([CH:3]=[C:2]2[NH:1][C:33](=[O:34])[NH:23][C:8]2=[O:10])=[CH:21][CH:22]=1 |f:0.1.2|. Reported procedure: 5-(p-Methoxybenzylidene)-hydantoin was prepared in the same manner as in Example 4, except that 46.8 g (0.25 mol) of sodium L-glutamate.monohydrate and 68.1 g (0.50 mol) of p-methoxybenzaldehyde were used in lieu of glycine and p-hydroxybenzaldehyde, respectively. During the reaction, the pH of the reaction mixture was 9.9 to 9.7. Starting materials: [Cl-].[Al+3].[Cl-].[Cl-] (Aluminum chloride), COC1=CC2=C(N=C(S2)Cl)C=C1 (6-methoxy-2-chlorobenzothiazole), Cl (HCl). The solvent is C1(=CC=CC=C1)C (toluene). Run at temperature 110 celsius, time 1 hour. Product: ClC=1SC2=C(N1)C=CC(=C2)O (2-chlorobenzo[d]thiazol-6-ol). The yield is 81.2%. RXN SMILES: [Cl-].[Al+3].[Cl-].[Cl-].C[O:6][C:7]1[CH:16]=[CH:15][C:10]2[N:11]=[C:12]([Cl:14])[S:13][C:9]=2[CH:8]=1.Cl>C1(C)C=CC=CC=1>[Cl:14][C:12]1[S:13][C:9]2[CH:8]=[C:7]([OH:6])[CH:16]=[CH:15][C:10]=2[N:11]=1 |f:0.1.2.3|. Procedure details: Aluminum chloride (1.98 g, 14.9 mmol) was added to a solution of 6-methoxy-2-chlorobenzothiazole (1.06 g, 5.31 mmol) in toluene (40 mL), and the reaction mixture was heated to 110° C. After 1 h, the reaction mixture was allowed to cool to rt and 1 M aqueous HCl (40 mL) was added. The resulting precipitate was collected by filtration and washed with water (2×), saturated aqueous NaHCO3 (2×) and water (2×). The solid was air-dried, yielding 0.800 g (81%) of the title compound as a brown solid. LC-... Reactants: [OH-].[K+] (potassium hydroxide), N[C@@H](CCC(N)=O)C(=O)O (glutamine), hexaethane, N—(O,O-diethyl) phosphoalanine, C1(=CC=CC=C1)P(C1=CC=CC=C1)C1=CC=CC=C1 (triphenylphosphine), [N+](=O)(O)[O-] (nitric acid). Solvent: C1CCCCC1 (cyclohexane), O (water), ClCCl (dichloromethane), ClCCl (dichloromethane), CCOCC (ether). Reaction conditions: time 40 minute. Product: N[C@@H](C)C(=O)N[C@@H](CCC(N)=O)C(=O)O (L-Ala-L-Gln). The yield is 60.0%. Reaction SMILES: [C:1]1(P(C2C=CC=CC=2)C2C=CC=CC=2)[CH:6]=CC=C[CH:2]=1.[NH2:20][C@H:21]([C:27]([OH:29])=[O:28])[CH2:22][CH2:23][C:24](=[O:26])[NH2:25].[OH-:30].[K+].[N+:32]([O-])(O)=O>CCOCC.C1CCCCC1.O.ClCCl>[NH2:32][C@H:1]([C:6]([NH:20][C@H:21]([C:27]([OH:29])=[O:28])[CH2:22][CH2:23][C:24](=[O:26])[NH2:25])=[O:30])[CH3:2] |f:2.3|. Reported procedure: Dissolve 30 mmol of hexaethane with 20 ml of dichloromethane, drop it into a mixed system composed of 10 mmol of N—(O,O-diethyl) phosphoalanine, 30 mmol of triphenylphosphine and 10 ml of dichloromethane. After reacting at 0° C. for 40 min., drop it into a liquid mixture containing 30 mmol of glutamine, 20 ml of water and 10 ml of cyclohexane. While reacting, regulate pH to 13 with potassium hydroxide, the reaction temperature is 20° C., the reaction time after dropping is 30 min. And then acidi... Starting materials: N1=C(C=CC2=CC=CC=C12)COC=1C=C(C(=O)O)C=CC1 (3-(2-quinolinylmethoxy)benzoic acid), CCN=C=NCCCN(C)C.Cl (WSC.HCl), CN(C)C=O (DMF). Reagents/catalysts: CN(C1=CC=NC=C1)C (4-dimethylaminopyridine). Conditions: temperature 50 celsius, time 2 day. Product: C(#N)C=1C(NC2=C(C=CC(=C2C1)OC(C1=CC(=CC=C1)OCC1=NC2=CC=CC=C2C=C1)=O)C)=O (3-cyano-8-methyl-5-[3-(2-quinolinylmethoxy)benzoyloxy]-1,2-dihydroquinolin-2-one), powder. The yield is 35.8%. Reaction SMILES: [N:1]1[C:10]2[C:5](=[CH:6][CH:7]=[CH:8][CH:9]=2)[CH:4]=[CH:3][C:2]=1[CH2:11][O:12][C:13]1[CH:14]=[C:15]([CH:19]=[CH:20][CH:21]=1)[C:16]([OH:18])=[O:17].CCN=C=N[CH2:27][CH2:28][CH2:29][N:30](C)C.Cl.[CH3:34][N:35]([CH:37]=[O:38])C>CN(C)C1C=CN=CC=1>[C:29]([C:28]1[C:37](=[O:38])[NH:35][C:34]2[C:11]([CH:27]=1)=[C:2]([O:17][C:16](=[O:18])[C:15]1[CH:19]=[CH:20][CH:21]=[C:13]([O:12][CH2:11][C:2]3[CH:3]=[CH:4][C:5]4[C:10](=[CH:9][CH:8]=[CH:7][CH:6]=4)[N:1]=3)[CH:14]=1)[CH:3]=[CH:4][C:5]=2[CH3:6])#[N:30] |f:1.2|. Procedure details: A liquid mixture of 0.838 g (3 mmol) of 3-(2-quinolinylmethoxy)benzoic acid, 0.601 g (3 mmol) of 3-cyano-5-hydroxy-8-methylcarbostyryl, 50 ml of DMF, 0.931 g (6 mmol) of WSC.HCl and 0.73 g (0.6 mmol) of 4-dimethylaminopyridine was stirred under an argon gas stream at a bath temperature of 50° C. for 2 days. The solvent was distilled off from the reaction mixture under reduced pressure. Water was added to the residue, and the resulting mixture was extracted with a 2:1 mixed solvent of CHCl3 and M... Reaction SMILES: Cl.[Cl:2][C:3]1[CH:4]=[C:5]([CH:31]=[CH:32][C:33]=1[O:34][CH3:35])[CH2:6][NH:7][C:8]1[C:17]2[C:12](=[CH:13][CH:14]=[C:15]([C:18]#[N:19])[CH:16]=2)[C:11](=[O:20])[N:10]([CH2:21][CH2:22][CH2:23][O:24]C2CCCCO2)[N:9]=1>CO>[Cl:2][C:3]1[CH:4]=[C:5]([CH:31]=[CH:32][C:33]=1[O:34][CH3:35])[CH2:6][NH:7][C:8]1[C:17]2[C:12](=[CH:13][CH:14]=[C:15]([C:18]#[N:19])[CH:16]=2)[C:11](=[O:20])[N:10]([CH2:21][CH2:22][CH2:23][OH:24])[N:9]=1. Conditions: time 3 hour. Reported procedure: Methanol (20 ml) and 1N hydrochloric acid (2 ml) were added to the 4-(3-chloro-4-methoxybenzyl)amino-6-cyano-2-[3-(tetrahydropyran-2-yloxy)propyl]-1(2H)-phthalazinone (0.20 g) prepared in Example 24. The obtained mixture was stirred at room temperature for 3 hours. Yields the product ClC=1C=C(CNC2=NN(C(C3=CC=C(C=C23)C#N)=O)CCCO)C=CC1OC (4-(3-Chloro-4-methoxybenzyl)amino-6-cyano-2-(3-hydroxypropyl)-1(2H)-phthalazinone). The solvent is CO (Methanol). The reactants are Cl (hydrochloric acid), ClC=1C=C(CNC2=NN(C(C3=CC=C(C=C23)C#N)=O)CCCOC2OCCCC2)C=CC1OC (4-(3-Chloro-4-methoxybenzyl)amino-6-cyano-2-[3-(tetrahydropyran-2-yloxy)propyl]-1(2H)-phthalazinone). Reactants: CI (Methyl iodide), BrC=1C(=NSC1NC(=O)[C@H]1[C@@H](C1)C)C1=CC=CC=C1 ((R,R)—N-[4-bromo-3-phenylisothiazol-5-yl]-2-methylcyclopropane-carboxamide), C(CCC)[Li] (n-BuLi), C(CCC)[Li] (n-butyllithium). The solvent is C1CCOC1 (THF). Run at temperature -40 celsius, time 1 hour. Yields the product C[C@H]1[C@@H](C1)C(=O)NC1=C(C(=NS1)C1=CC=CC=C1)C ((R,R)-2-methyl-N-(4-methyl-3-phenylisothiazol-5-yl)-cyclopropanecarboxamide). Yield: 16.4%. As a reaction SMILES: Br[C:2]1[C:3]([C:14]2[CH:19]=[CH:18][CH:17]=[CH:16][CH:15]=2)=[N:4][S:5][C:6]=1[NH:7][C:8]([C@@H:10]1[CH2:12][C@H:11]1[CH3:13])=[O:9].[CH2:20]([Li])CCC.CI>C1COCC1>[CH3:13][C@@H:11]1[CH2:12][C@H:10]1[C:8]([NH:7][C:6]1[S:5][N:4]=[C:3]([C:14]2[CH:19]=[CH:18][CH:17]=[CH:16][CH:15]=2)[C:2]=1[CH3:20])=[O:9]. Reported procedure: To (R,R)—N-[4-bromo-3-phenylisothiazol-5-yl]-2-methylcyclopropane-carboxamide (0.50 g, 1.48 mmol) in THF (3 mL), cooled to −78° C., is added 1.1 equivalent n-butyllithium (n-BuLi) (1.6M in hexane, 0.204 mL, 3.26 mmol). Internal temperature is maintained below −68° C. Following addition, the reaction mixture is allowed to stir for 1 h. 1.1 additional equivalents of n-BuLi (1.6M in hexane, 0.204 mL, 3.26 mmol) is then added while keeping the internal temperature below −66° C. After stirring for 2 ... The reactants are CCO, CN(C)CCC(=O)c1ccccc1, NN, O, O. The product is c1ccc(C2=NNCC2)cc1. RXN SMILES: [CH3:18][CH2:19][OH:20].[CH3:4][N:5]([CH2:7][CH2:8][C:9](=[O:6])[c:11]1[cH:12][cH:13][cH:14][cH:15][cH:16]1)[CH3:10].[NH2:2][NH2:3].[OH2:17].[OH2:1]>>[N:2]1=[C:9]([c:11]2[cH:12][cH:13][cH:14][cH:15][cH:16]2)[CH2:8][CH2:7][NH:5]1. Starting materials: CC(C)([O-])C.[K+] (Potassium tertiary butoxide), O (water), COP(=O)(OC)CC(=O)OCC1=CC=CC=C1 (benzyl dimethylphosphonoethanoate), CNC([C@@H](NC(C(CC(C)C)=O)=O)CC1=CC=C(C=C1)OC)=O (N-(4-Methyl-2-oxopentanoyl)-O-methyl-L-tyrosine N-Methylamide). The solvent is CN(C=O)C (dimethylformamide). Run at time 0.5 hour. The product is CNC([C@@H](NC(C(=CC(=O)OCC1=CC=CC=C1)CC(C)C)=O)CC1=CC=C(C=C1)OC)=O (N-[3-(benzyloxycarbonyl)-2-(2-methylpropyl)propenoyl]-O-methyl-L-tyrosine N-methylamide). As a reaction SMILES: CC(C)([O-])C.[K+].COP([CH2:13][C:14]([O:16][CH2:17][C:18]1[CH:23]=[CH:22][CH:21]=[CH:20][CH:19]=1)=[O:15])(OC)=O.[CH3:24][NH:25][C:26](=[O:46])[C@H:27]([CH2:37][C:38]1[CH:43]=[CH:42][C:41]([O:44][CH3:45])=[CH:40][CH:39]=1)[NH:28][C:29](=[O:36])[C:30](=O)[CH2:31][CH:32]([CH3:34])[CH3:33].O>CN(C)C=O>[CH3:24][NH:25][C:26](=[O:46])[C@H:27]([CH2:37][C:38]1[CH:39]=[CH:40][C:41]([O:44][CH3:45])=[CH:42][CH:43]=1)[NH:28][C:29](=[O:36])[C:30]([CH2:31][CH:32]([CH3:33])[CH3:34])=[CH:13][C:14]([O:16][CH2:17][C:18]1[CH:19]=[CH:20][CH:21]=[CH:22][CH:23]=1)=[O:15] |f:0.1|. Reported procedure: Potassium tertiary butoxide (2.1 g., 0.0188 mol.) was suspended in dry dimethylformamide (50 mls.). To the suspension was added benzyl dimethylphosphonoethanoate (4.6 g., 0.0187 mol.) at room temperature. The reaction mixture was stirred at room temperature for 0.5 hours. N-(4-Methyl-2-oxopentanoyl)-O-methyl-L-tyrosine N-Methylamide (3.0 g., 0.00913 mol) was added portionwise to the reaction mixture over a period of 10 minutes to yield a red solution. The red solution was stirred at room tempera...